Dataset: the Open Reaction Database (ORD), a public repository of structured organic reaction records. Task: describe an organic reaction: reactants, conditions, products, and yield Starting materials: crude product, C(C)(=O)[O-].[NH4+] (ammonium acetate), [OH-].[NH4+] (ammonium hydroxide), ethyl isobutyryl acetate, C(C)(=O)[O-].[NH4+] (ammonium acetate), C1CCCCC1 (cyclohexane), C(C)(C)O (isopropanol). Reaction conditions: time 2 hour. Product: NC(=CC(=O)OCC)C(C)C (3-Amino-4-methyl-2-pentenoic acid, ethyl ester). Reaction SMILES: [C:1]([O-:4])(=O)[CH3:2].[NH4+:5].[CH2:6]1[CH2:11][CH2:10][CH2:9][CH2:8]C1.[OH-:12].[NH4+].[CH:14](O)(C)C>>[NH2:5][C:10]([CH:9]([CH3:8])[CH3:14])=[CH:11][C:6]([O:4][CH2:1][CH3:2])=[O:12] |f:0.1,3.4|. Procedure details: To 100 g (0.63 mol) of ethyl isobutyryl acetate was added ammonium acetate (68.2 g, 0.89 mol), cyclohexane (230 mL) and isopropanol (74 mL). The mixture was heated at reflux under argon atmosphere with a Dean-Stark trap. After 2 hours, a second portion of ammonium acetate (14.6 g, 0.19 mol) was added to the reaction. The reaction was heated at reflux for 12 hours and then allowed to cool to room temperature. A total of ˜30 mL of water was collected in the Dean-Stark trap. An ice bath was used to...